Dataset: the Open Reaction Database (ORD), a public repository of structured organic reaction records. Task: describe an organic reaction: reactants, conditions, products, and yield The reactants are FC1=C(C=CC=C1I)C=1OC[C@H](N1)C1=CC=CC=C1 (4,5-dihydro-2-(2-fluoro-3-iodophenyl)-4(R)-phenyloxazole), C(C#C)O (propargyl alcohol). Reagents/catalysts: Cl[Pd]([P](C1=CC=CC=C1)(C2=CC=CC=C2)C3=CC=CC=C3)([P](C4=CC=CC=C4)(C5=CC=CC=C5)C6=CC=CC=C6)Cl (bis(triphenylphosphine)-palladium(II) chloride). The solvent is C(C)N(CC)CC (triethylamine). Reaction conditions: time 1 hour. Yields the product C1(=CC=CC=C1)[C@H]1N=C(OC1)C=1C(=C(C=CC1)C#CCO)F (3-[3-(4,5-dihydro-4(R)-phenyloxazol-2-yl)-2-fluorophenyl]-2-propyn-1-ol). Yield: 77.0%. As a reaction SMILES: [F:1][C:2]1[C:7](I)=[CH:6][CH:5]=[CH:4][C:3]=1[C:9]1[O:10][CH2:11][C@@H:12]([C:14]2[CH:19]=[CH:18][CH:17]=[CH:16][CH:15]=2)[N:13]=1.[CH2:20]([OH:23])[C:21]#[CH:22]>C(N(CC)CC)C.Cl[Pd](Cl)([P](C1C=CC=CC=1)(C1C=CC=CC=1)C1C=CC=CC=1)[P](C1C=CC=CC=1)(C1C=CC=CC=1)C1C=CC=CC=1>[C:14]1([C@@H:12]2[CH2:11][O:10][C:9]([C:3]3[C:2]([F:1])=[C:7]([C:22]#[C:21][CH2:20][OH:23])[CH:6]=[CH:5][CH:4]=3)=[N:13]2)[CH:19]=[CH:18][CH:17]=[CH:16][CH:15]=1 |^1:33,52|. Procedure details: A mixture of 4,5-dihydro-2-(2-fluoro-3-iodophenyl)-4(R)-phenyloxazole (2.28 g, 6.2 mmol), propargyl alcohol (0.22 g, 12.4 mmol) and bis(triphenylphosphine)-palladium(II) chloride (220 mg, 1.1 mmol) in triethylamine (50 ml), was stirred for 1 h under a nitrogen atmosphere, Cul (420 mg, 2.2 mmol) added and the reaction mixture stirred for a further 16 hours. Insoluble material was removed by filtration and the filtrate concentrated under reduced pressure. The resulting residue was purified by colu... The reactants are BrC=1C=C2CCC(NC2=NC1)=O (6-Bromo-3,4-dihydro-1H-[1,8]naphthyridin-2-one), C(CCC)[Sn](C=C)(CCCC)CCCC (tributyl(vinyl)tin). Reagents/catalysts: C=1C=CC(=CC1)[P](C=2C=CC=CC2)(C=3C=CC=CC3)[Pd]([P](C=4C=CC=CC4)(C=5C=CC=CC5)C=6C=CC=CC6)([P](C=7C=CC=CC7)(C=8C=CC=CC8)C=9C=CC=CC9)[P](C=1C=CC=CC1)(C=1C=CC=CC1)C=1C=CC=CC1 ((Ph3P)4Pd). Run in CN(C)C=O (DMF). Reaction conditions: temperature 105 celsius. The product is C(=C)C=1C=C2CCC(NC2=NC1)=O (6-Vinyl-3,4-dihydro-1H-[1,8]naphthyridin-2-one). The yield is 59.4%. As a reaction SMILES: Br[C:2]1[CH:3]=[C:4]2[C:9](=[N:10][CH:11]=1)[NH:8][C:7](=[O:12])[CH2:6][CH2:5]2.[CH2:13]([Sn](CCCC)(CCCC)C=C)[CH2:14]CC>CN(C=O)C.C1C=CC([P]([Pd]([P](C2C=CC=CC=2)(C2C=CC=CC=2)C2C=CC=CC=2)([P](C2C=CC=CC=2)(C2C=CC=CC=2)C2C=CC=CC=2)[P](C2C=CC=CC=2)(C2C=CC=CC=2)C2C=CC=CC=2)(C2C=CC=CC=2)C2C=CC=CC=2)=CC=1>[CH:13]([C:2]1[CH:3]=[C:4]2[C:9](=[N:10][CH:11]=1)[NH:8][C:7](=[O:12])[CH2:6][CH2:5]2)=[CH2:14] |^1:36,38,57,76|. Reported procedure: 6-Bromo-3,4-dihydro-1H-[1,8]naphthyridin-2-one (113e) (4.6 g, 20.3 mmole) and tributyl(vinyl)tin (7.7 g, 24.4 mmole) were dissolved in DMF (200 mL) and the solution was degassed with nitrogen. (Ph3P)4Pd (590 mg, 0.5 mmole) was added to the solution. The reaction was heated to 105° C. under nitrogen overnight, then was cooled to room temperature and filtered through a sintered glass funnel. The filtrate was washed with NH4OH and extracted with EtOAc (2×150 mL). The combined organic phases were wa... Starting materials: C[C@@H]1CC2=CC[C@H]3[C@@H]4C[C@@H](C([C@@]4(C)CC[C@@H]3[C@]2(CC1)C)=O)OS(=O)(=O)C(F)(F)F (3β-methyl-16β-trifluoromethylsulfonyloxy-5-androsten-17-one), C[C@@H]1CC2=CC[C@H]3[C@@H]4C[C@H](C([C@@]4(C)CC[C@@H]3[C@]2(CC1)C)=O)O (3β-methyl-16α-hydroxy-5-androsten-17-one), FC(S(=O)(=O)O)(F)F (trifluoromethane sulfonic acid), [Cl-].[Li+] (Lithium chloride). Run in CN(C)C=O (DMF), O (Water). Reaction conditions: time 21 hour. Product: C[C@@H]1CC2=CC[C@H]3[C@@H]4C[C@H](C([C@@]4(C)CC[C@@H]3[C@]2(CC1)C)=O)Cl (3β-methyl-16α-chloro-5-androsten-17-one). Yield: 96.5%. RXN SMILES: [CH3:1][C@H:2]1[CH2:19][CH2:18][C@@:17]2([CH3:20])[C:4](=[CH:5][CH2:6][C@@H:7]3[C@@H:16]2[CH2:15][CH2:14][C@@:12]2([CH3:13])[C@H:8]3[CH2:9][C@H:10](OS(C(F)(F)F)(=O)=O)[C:11]2=[O:21])[CH2:3]1.C[C@H]1CC[C@@]2(C)C(=CC[C@@H]3[C@@H]2CC[C@@]2(C)[C@H]3C[C@@H](O)C2=O)C1.FC(F)(F)S(O)(=O)=O.[Cl-:60].[Li+]>CN(C=O)C.O>[CH3:1][C@H:2]1[CH2:19][CH2:18][C@@:17]2([CH3:20])[C:4](=[CH:5][CH2:6][C@@H:7]3[C@@H:16]2[CH2:15][CH2:14][C@@:12]2([CH3:13])[C@H:8]3[CH2:9][C@@H:10]([Cl:60])[C:11]2=[O:21])[CH2:3]1 |f:3.4|. Procedure details: 800 mg of 3β-methyl-16β-trifluoromethylsulfonyloxy-5-androsten-17-one, prepared from 3β-methyl-16α-hydroxy-5-androsten-17-one and trifluoromethane sulfonic acid was placed in 16 ml DMF and was treated with 100 mg Lithium chloride at room temperature. The reaction mixture was stirred magnetically for 21 hours. Water is then added and the resulting crystalline ppt was collected. The crystals were washed with additional water and were then dissolved in CH2Cl2, filtered through anhydrous sodium sulf... Reactants: CS(C)=O, COC(=O)c1cc2cc([N+](=O)[O-])ccc2s1, CO, Cl. The product is COC(=O)c1cc2cc(N)ccc2s1. RXN SMILES: [CH3:18][S:19]([CH3:20])=[O:21].[CH3:1][O:2][C:3](=[O:4])[c:5]1[cH:6][c:7]2[c:8]([s:9]1)[cH:10][cH:11][c:12]([N+:14]([O-:15])=[O:16])[cH:13]2.[CH3:22][OH:23].[ClH:17]>>[CH3:1][O:2][C:3](=[O:4])[c:5]1[cH:6][c:7]2[c:8]([s:9]1)[cH:10][cH:11][c:12]([NH2:14])[cH:13]2. Reactants: CS(=O)(=O)C1=CC=C(OC=2C=C3C=C(NC3=C(C2)OC2CCOCC2)C(=O)O)C=C1 (5-[4-(methylsulfonyl)phenoxy]-7-(tetrahydro-2H-pyran-4-yloxy)-1H-indole-2-carboxylic acid), Cl.CN(CCCN=C=NCC)C (1-[3-(dimethylamino)propyl]-3-ethylcarbodiimide hydrochloride), [NH4+].ON1N=NC2=C1C=CC=C2 (1-hydroxybenzotriazole ammonium salt), CN(C=O)C (N,N-dimethylformamide). The solvent is O (Water), CCCCCC (hexane), CO (methanol), C(C)(=O)OCC (ethyl acetate). Conditions: time 12 hour. Yields the product CS(=O)(=O)C1=CC=C(OC=2C=C3C=C(NC3=C(C2)OC2CCOCC2)C(=O)N)C=C1 (5-[4-(Methylsulfonyl)phenoxy]-7-(tetrahydro-2H-pyran-4-yloxy)-1H-indole-2-carboxamide). Yield: 105.9%. As a reaction SMILES: [CH3:1][S:2]([C:5]1[CH:30]=[CH:29][C:8]([O:9][C:10]2[CH:11]=[C:12]3[C:16](=[C:17]([O:19][CH:20]4[CH2:25][CH2:24][O:23][CH2:22][CH2:21]4)[CH:18]=2)[NH:15][C:14]([C:26](O)=[O:27])=[CH:13]3)=[CH:7][CH:6]=1)(=[O:4])=[O:3].Cl.C[N:33](C)CCCN=C=NCC.[NH4+].ON1C2C=CC=CC=2N=N1.CN(C)C=O>CCCCCC.C(OCC)(=O)C.CO.O>[CH3:1][S:2]([C:5]1[CH:30]=[CH:29][C:8]([O:9][C:10]2[CH:11]=[C:12]3[C:16](=[C:17]([O:19][CH:20]4[CH2:21][CH2:22][O:23][CH2:24][CH2:25]4)[CH:18]=2)[NH:15][C:14]([C:26]([NH2:33])=[O:27])=[CH:13]3)=[CH:7][CH:6]=1)(=[O:4])=[O:3] |f:1.2,3.4|. Procedure: A mixture of 5-[4-(methylsulfonyl)phenoxy]-7-(tetrahydro-2H-pyran-4-yloxy)-1H-indole-2-carboxylic acid (1.95 g), 1-[3-(dimethylamino)propyl]-3-ethylcarbodiimide hydrochloride (1.73 g), 1-hydroxybenzotriazole ammonium salt (1.37 g), and N,N-dimethylformamide (50 mL) was stirred at room temperature for 12 hr. Water was added to the reaction solution, and the mixture was extracted with ethyl acetate. The organic layer was washed with saturated brine, dried over magnesium sulfate, filtered and conce... Starting materials: NC=1C=C(C=CC1)S(=O)(=O)O (3-amino benzenesulfonic acid), C(C)(C)(C)C1=CC=C(C(=O)Cl)C=C1 (4-tert-butyl benzoyl chloride). Solvent: N1=CC=CC=C1 (pyridine). Reaction conditions: time 16 hour. Product: C(C)(C)(C)C1=CC=C(C(=O)NC=2C=C(C=CC2)S(=O)(=O)O)C=C1 (3-(4-tert-butylbenzamido)benzenesulfonic acid). Isolated yield 63.0%. RXN SMILES: [NH2:1][C:2]1[CH:3]=[C:4]([S:8]([OH:11])(=[O:10])=[O:9])[CH:5]=[CH:6][CH:7]=1.[C:12]([C:16]1[CH:24]=[CH:23][C:19]([C:20](Cl)=[O:21])=[CH:18][CH:17]=1)([CH3:15])([CH3:14])[CH3:13]>N1C=CC=CC=1>[C:12]([C:16]1[CH:17]=[CH:18][C:19]([C:20]([NH:1][C:2]2[CH:3]=[C:4]([S:8]([OH:11])(=[O:9])=[O:10])[CH:5]=[CH:6][CH:7]=2)=[O:21])=[CH:23][CH:24]=1)([CH3:15])([CH3:13])[CH3:14]. Procedure: To a solution of 3-amino benzenesulfonic acid (1.7 g, 10 mmol) in pyridine (100 mL) was added 4-tert-butyl benzoyl chloride (2.0 mL, 10 mmol). The reaction was stirred at room temperature 16 h and the solvent was evaporated under vacuum. The residue was dissolved in EtOAc and washed with 1 M aqueous hydrochloric acid. The aqueous washes were extracted with EtOAc. The combined organic extracts were dried over Na2SO4 and concentrated under vacuum. The residue was purified by silica gel chromatogra... Starting materials: C(#N)C=1C=CC2=C(N([C@H]([C@@H](C(N2)=O)NC([C@H](C)N(C(OC(C)(C)C)=O)C)=O)C)C(CS(=O)(=O)C)=O)C1 (tert-butyl(S)-1-((2S,3S)-8-cyano-2-methyl-1-(2-(methylsulfonyl)acetyl)-4-oxo-2,3,4,5-tetrahydro-1H-benzo[b][1,4]diazepin-3-ylamino)-1-oxopropan-2-yl(methyl)carbamate), ClCC1=C(C=CC2=CC=CC=C12)OC (1-(chloromethyl)-2-methoxynaphthalene), C([O-])([O-])=O.[Cs+].[Cs+] (cesium carbonate), [I-].[Na+] (sodium iodide). Run in CCOC(=O)C (EtOAc), CN(C)C=O (DMF). Conditions: time 1.5 hour. Product: C(#N)C1=CC2=C(N(C([C@H]([C@@H](N2C(CS(=O)(=O)C)=O)C)NC([C@H](C)N(C(OC(C)(C)C)=O)C)=O)=O)CC2=C(C=CC3=CC=CC=C23)OC)C=C1 (tert-butyl(S)-1-((3S,4S)-7-cyano-1-((2-methoxynaphthalen-1-yl)methyl)-4-methyl-5-(2-(methylsulfonyl)acetyl)-2-oxo-2,3,4,5-tetrahydro-1H-benzo[b][1,4]diazepin-3-ylamino)-1-oxopropan-2-yl(methyl)carbamate). Isolated yield 38.4%. RXN SMILES: [C:1]([C:3]1[CH:4]=[CH:5][C:6]2[NH:12][C:11](=[O:13])[C@@H:10]([NH:14][C:15](=[O:27])[C@@H:16]([N:18]([CH3:26])[C:19](=[O:25])[O:20][C:21]([CH3:24])([CH3:23])[CH3:22])[CH3:17])[C@H:9]([CH3:28])[N:8]([C:29](=[O:35])[CH2:30][S:31]([CH3:34])(=[O:33])=[O:32])[C:7]=2[CH:36]=1)#[N:2].Cl[CH2:38][C:39]1[C:48]2[C:43](=[CH:44][CH:45]=[CH:46][CH:47]=2)[CH:42]=[CH:41][C:40]=1[O:49][CH3:50].C(=O)([O-])[O-].[Cs+].[Cs+].[I-].[Na+]>CN(C=O)C.CCOC(C)=O>[C:1]([C:3]1[CH:4]=[CH:5][C:6]2[N:12]([CH2:38][C:39]3[C:48]4[C:43](=[CH:44][CH:45]=[CH:46][CH:47]=4)[CH:42]=[CH:41][C:40]=3[O:49][CH3:50])[C:11](=[O:13])[C@@H:10]([NH:14][C:15](=[O:27])[C@@H:16]([N:18]([CH3:26])[C:19](=[O:25])[O:20][C:21]([CH3:24])([CH3:22])[CH3:23])[CH3:17])[C@H:9]([CH3:28])[N:8]([C:29](=[O:35])[CH2:30][S:31]([CH3:34])(=[O:32])=[O:33])[C:7]=2[CH:36]=1)#[N:2] |f:2.3.4,5.6|. Procedure: To a rt solution of tert-butyl(S)-1-((2S,3S)-8-cyano-2-methyl-1-(2-(methylsulfonyl)acetyl)-4-oxo-2,3,4,5-tetrahydro-1H-benzo[b][1,4]diazepin-3-ylamino)-1-oxopropan-2-yl(methyl)carbamate (108 mg, 207 μmol) in DMF (518 μl) was added 1-(chloromethyl)-2-methoxynaphthalene (47.1 mg, 228 μmol), cesium carbonate (81.0 mg, 248 μmol), and sodium iodide (37.2 mg, 248 μmol). The reaction was stirred at rt for 1.5 h, then diluted with EtOAc, washed with H2O and sat. aq. NaCl, dried over Na2SO4, filtered, an...